From a dataset of the Open Reaction Database (ORD), a public repository of structured organic reaction records. describe an organic reaction: reactants, conditions, products, and yield Product: Cc1nc([Sn](C)(C)C)cn1CC(C)(C)O[Si](C)(C)C(C)(C)C. Reactants: [Br-], Cc1nc(I)cn1CC(C)(C)O[Si](C)(C)C(C)(C)C, CC[Mg+], C[Sn](C)(C)Cl, ClCCl. As a reaction SMILES: [Br-:20].[C:1]([CH3:2])([CH3:3])([CH3:4])[Si:5]([O:6][C:7]([CH2:8][n:9]1[c:10]([CH3:15])[n:11][c:12]([I:14])[cH:13]1)([CH3:16])[CH3:17])([CH3:18])[CH3:19].[CH2:21]([Mg+:22])[CH3:23].[CH3:24][Sn:25]([CH3:26])([CH3:27])[Cl:28].[Cl:29][CH2:30][Cl:31]>>[C:1]([CH3:2])([CH3:3])([CH3:4])[Si:5]([O:6][C:7]([CH2:8][n:9]1[c:10]([CH3:15])[n:11][c:12]([Sn:25]([CH3:24])([CH3:26])[CH3:27])[cH:13]1)([CH3:16])[CH3:17])([CH3:18])[CH3:19]. Starting materials: C(C)(C)(C)OC(=O)N1CCN(CC1)C1=NC=C(C=C1Cl)C (4-(3-chloro-5-methylpyridin-2-yl)piperazine-1-carboxylic acid tert-butyl ester), P(=O)([O-])([O-])[O-].[K+].[K+].[K+] (tripotassium phosphate), C1(CC1)B(O)O (cyclopropylboronic acid), C1(=CC=CC=C1)C (toluene). The reagents and catalysts are C1CCC(CC1)P(C2CCCCC2)C3CCCCC3.C1CCC(CC1)P(C2CCCCC2)C3CCCCC3.[Cl-].[Cl-].[Pd+2] (bis(tricyclohexylphosphine)palladium (II) dichloride). Run in O (water), O (water). The product is C(C)(C)(C)OC(=O)N1CCN(CC1)C1=NC=C(C=C1C1CC1)C (4-(3-cyclopropyl-5-methylpyridin-2-yl)piperazine-1-carboxylic acid tert-butyl ester). Yield: 98.2%. As a reaction SMILES: [C:1]([O:5][C:6]([N:8]1[CH2:13][CH2:12][N:11]([C:14]2[C:19](Cl)=[CH:18][C:17]([CH3:21])=[CH:16][N:15]=2)[CH2:10][CH2:9]1)=[O:7])([CH3:4])([CH3:3])[CH3:2].P([O-])([O-])([O-])=O.[K+].[K+].[K+].[CH:30]1(B(O)O)[CH2:32][CH2:31]1.C1(C)C=CC=CC=1>C1CCC(P(C2CCCCC2)C2CCCCC2)CC1.C1CCC(P(C2CCCCC2)C2CCCCC2)CC1.[Cl-].[Cl-].[Pd+2].O>[C:1]([O:5][C:6]([N:8]1[CH2:13][CH2:12][N:11]([C:14]2[C:19]([CH:30]3[CH2:32][CH2:31]3)=[CH:18][C:17]([CH3:21])=[CH:16][N:15]=2)[CH2:10][CH2:9]1)=[O:7])([CH3:4])([CH3:3])[CH3:2] |f:1.2.3.4,7.8.9.10.11|. Procedure: To a mixture of 1-Boc-piperazine (7.2 g), 2,3-dichloro-5-methylpyridine (5 g), palladium (II) acetate (179 mg), rac-2,2′-bis(diphenylphosphino)-1,1′-binaphthyl (499 mg) and sodium tert-butoxide (4.1 g) was added toluene (30 mL), and the mixture was refluxed for 5 hr. After cooling, water was added to the reaction mixture, and the mixture was extracted with ethyl acetate. The organic layer was washed with saturated brine, and the solvent was evaporated. The residue was purified by column chromato... The reactants are O(C1=CC=CC=C1)C(CC)(P(OCC)(OCC)=O)P(OCC)(OCC)=O (tetraethyl (1-phenoxypropylidene)-bisphosphonate). The solvent is C[Si](Br)(C)C (trimethyl bromosilane). Run at time 8 hour. Product: O(C1=CC=CC=C1)C(CC)(P(O)(O)=O)P(O)(O)=O ((1-phenoxypropylidene)-bisphosphonic acid). RXN SMILES: [O:1]([C:8]([P:19](=[O:26])([O:23]CC)[O:20]CC)([P:11](=[O:18])([O:15]CC)[O:12]CC)[CH2:9][CH3:10])[C:2]1[CH:7]=[CH:6][CH:5]=[CH:4][CH:3]=1>C[Si](C)(C)Br>[O:1]([C:8]([P:19](=[O:20])([OH:23])[OH:26])([P:11](=[O:12])([OH:15])[OH:18])[CH2:9][CH3:10])[C:2]1[CH:7]=[CH:6][CH:5]=[CH:4][CH:3]=1. Reported procedure: A solution of tetraethyl (1-phenoxypropylidene)-bisphosphonate (2.1 g) in trimethyl bromosilane (8 ml) was kept at room temperature overnight, followed by evaporation in vacuo. The residue was stirred overnight in absolute ethanol. Evaporation in vacuo gave the desired compound. Starting materials: [N-]=[N+]=[N-].[Na+] (sodium azide), alcohol, S(=O)(Cl)Cl (thionyl chloride), ClC=1C=CC=C2C=C(C(=NC12)C1=C(C=CC(=C1)F)OC)C=O (8-chloro-2-(5-fluoro-2-methoxyphenyl)quinoline-3-carbaldehyde), [BH4-].[Na+] (sodium borohydride). Run in C(Cl)(Cl)Cl (CHCl3), O (water), C1CCOC1 (THF), O (water). Run at time 1 hour. Yields the product N(=[N+]=[N-])CC=1C(=NC2=C(C=CC=C2C1)Cl)C1=C(C=CC(=C1)F)OC (3-(Azidomethyl)-8-chloro-2-(5-fluoro-2-methoxyphenyl)quinoline). As a reaction SMILES: [Cl:1][C:2]1[CH:3]=[CH:4][CH:5]=[C:6]2[C:11]=1[N:10]=[C:9]([C:12]1[CH:17]=[C:16]([F:18])[CH:15]=[CH:14][C:13]=1[O:19][CH3:20])[C:8]([CH:21]=O)=[CH:7]2.[BH4-].[Na+].S(Cl)(Cl)=O.[N-:29]=[N+:30]=[N-:31].[Na+]>C1COCC1.O.C(Cl)(Cl)Cl>[N:29]([CH2:21][C:8]1[C:9]([C:12]2[CH:17]=[C:16]([F:18])[CH:15]=[CH:14][C:13]=2[O:19][CH3:20])=[N:10][C:11]2[C:6]([CH:7]=1)=[CH:5][CH:4]=[CH:3][C:2]=2[Cl:1])=[N+:30]=[N-:31] |f:1.2,4.5|. Procedure details: To a stirred solution of 8-chloro-2-(5-fluoro-2-methoxyphenyl)quinoline-3-carbaldehyde (385.4 mg, 1.221 mmol) in THF (6.0 mL) was added sodium borohydride (1.831 mmol) at rt. The solution was stirred 1 hour then diluted with water, and extracted with EtOAc to provide a crude solid after solvent removal, which was used without further purification. To the crude alcohol in CHCl3 (6 mL) was added thionyl chloride (0.445 mL, 6.103 mmol) at r.t. and stirred overnight. After 14 h the solvents were rem... Starting materials: ClC=1C=C(C(=O)OC2=CC=CC=C2)C=C(C1N)Cl (phenyl 3,5-dichloro-4-amino-benzoate). Run in O (water). Conditions: temperature 250 celsius, time 8 hour. The product is ClC1=C(N)C(=CC=C1)Cl (2,6-dichloroaniline). Isolated yield 127.0%. RXN SMILES: [Cl:1][C:2]1[CH:3]=[C:4]([CH:14]=[C:15]([Cl:18])[C:16]=1[NH2:17])C(OC1C=CC=CC=1)=O>O>[Cl:1][C:2]1[CH:3]=[CH:4][CH:14]=[C:15]([Cl:18])[C:16]=1[NH2:17]. Reported procedure: 49 g (0.174 mole) of phenyl 3,5-dichloro-4-amino-benzoate were initially introduced into an autoclave together with 200 ml of water. The mixture was heated to 250° C. and stirred at this temperature for eight hours. During the reaction, the reaction gas was let off continuously and a pressure of about 41 bar was established. The residue was steam-distilled, and 35.8 g of 2,6-dichloroaniline having a purity of 63% were obtained. This corresponds to a yield of 80%. Reactants: C(C1=CC=CC=C1)O (benzylalcohol), [H-].[Na+] (sodium hydride), C(C)(C)(C)OC(=O)N1[C@@H](CCC1)C1CO1 ((2S)-1-(tert-butoxycarbonyl)-2-(1,2-epoxyethyl)pyrrolidine), [Cl-].[NH4+] (ammonium chloride). The solvent is CN(C)C=O (DMF), CN(C)C=O (DMF). Run at temperature 120 celsius, time 1 hour. Yields the product C(C1=CC=CC=C1)OCC(O)[C@H]1NCCC1 ((2S)-2-(2-Benzyloxy-1-hydroxyethyl)pyrrolidine). Reaction SMILES: [CH2:1]([OH:8])[C:2]1[CH:7]=[CH:6][CH:5]=[CH:4][CH:3]=1.[H-].[Na+].C(OC([N:18]1[CH2:22][CH2:21][CH2:20][C@H:19]1[CH:23]1[O:25][CH2:24]1)=O)(C)(C)C.[Cl-].[NH4+]>CN(C=O)C>[CH2:1]([O:8][CH2:24][CH:23]([C@@H:19]1[CH2:20][CH2:21][CH2:22][NH:18]1)[OH:25])[C:2]1[CH:7]=[CH:6][CH:5]=[CH:4][CH:3]=1 |f:1.2,4.5|. Procedure details: To a solution of benzylalcohol (2.0 ml) in DMF (10 ml) was added sodium hydride (60% dispersion in oil, 378 mg), and the mixture was stirred at room temperarture for 1 hour. A solution of (2S)-1-(tert-butoxycarbonyl)-2-(1,2-epoxyethyl)pyrrolidine (2.00 g) in DMF (10 ml) was dropwise added thereto, and the mixure was stirred for 4 hours. The reaction mixture was poured into saturated ammonium chloride and extracted with ethyl acetate. The organic layer was washed with saturated brine, dried over ... Reactants: Cc1ccc(NC(=O)OC(C)(C)C)cc1Nc1ncccc1-c1ccncn1, CCOC(C)=O, ClCCl, O=C(O)C(F)(F)F. The product is Cc1ccc(N)cc1Nc1ncccc1-c1ccncn1. RXN SMILES: [C:1]([O:2][C:3](=[O:4])[NH:7][c:8]1[cH:9][c:10]([NH:15][c:16]2[n:17][cH:18][cH:19][cH:20][c:21]2-[c:22]2[n:23][cH:24][n:25][cH:26][cH:27]2)[c:11]([CH3:14])[cH:12][cH:13]1)([CH3:5])([CH3:6])[CH3:28].[CH3:39][CH2:40][O:41][C:42]([CH3:43])=[O:44].[Cl:29][CH2:30][Cl:31].[F:32][C:33]([F:34])([F:35])[C:36]([OH:37])=[O:38]>>[NH2:7][c:8]1[cH:9][c:10]([NH:15][c:16]2[n:17][cH:18][cH:19][cH:20][c:21]2-[c:22]2[n:23][cH:24][n:25][cH:26][cH:27]2)[c:11]([CH3:14])[cH:12][cH:13]1. The reactants are C(=O)C1=CC=C(C(=O)OC)C=C1 (methyl 4-formylbenzoate), Cl.C(C)OC(CN)=O (glycine ethyl ester hydrochloride), C([O-])([O-])=O.[K+].[K+] (potassium carbonate), C(#N)[BH3-].[Na+] (sodium cyanoborohydride). Run in C(C)O (ethanol). Run at time 1 hour. Product: COC(=O)C1=CC=C(CNCC(=O)OCC)C=C1 (ethyl N-(4-methoxycarbonylbenzyl)aminoacetate). The yield is 49.7%. RXN SMILES: [CH:1]([C:3]1[CH:12]=[CH:11][C:6]([C:7]([O:9][CH3:10])=[O:8])=[CH:5][CH:4]=1)=O.Cl.[CH2:14]([O:16][C:17](=[O:20])[CH2:18][NH2:19])[CH3:15].C(=O)([O-])[O-].[K+].[K+].C([BH3-])#N.[Na+]>C(O)C>[CH3:10][O:9][C:7]([C:6]1[CH:11]=[CH:12][C:3]([CH2:1][NH:19][CH2:18][C:17]([O:16][CH2:14][CH3:15])=[O:20])=[CH:4][CH:5]=1)=[O:8] |f:1.2,3.4.5,6.7|. Reported procedure: To an ethanol solution (50 ml) of methyl 4-formylbenzoate (6.4 g, 40 mmol.) and glycine ethyl ester hydrochloride (5.6 g, 40 mmol.) was added potassium carbonate (5.6 g, 40 mmol.), and the mixture was stirred at room temperature for one hour. To the reaction solution was added sodium cyanoborohydride (2 g, 50 mmol.), and the mixture was stirred for further 18 hours. The reaction solution was subjected to filtration, and the filtrate was concentrated under reduced pressure. To the concentrate was... Starting materials: COCCO[AlH2-]OCCOC.[Na+] (VITRIDE), [H-].COCCO[Al+]OCCOC.[Na+].[H-] (sodium bis(2-methoxyethoxy)aluminum hydride), Cl (hydrochloric acid), COC(CC(C1=CC=CC=C1)C1=C(C=CC(=C1)C)OCC1=CC=CC=C1)=O (methyl-3 -(2-benzyloxy-5-methylphenyl)-3 -phenylpropionate). Run in C1(=CC=CC=C1)C (toluene), O (water), C1(=CC=CC=C1)C (toluene). Reaction conditions: temperature 22.5 celsius, time 22.5 minute. Product: C(C1=CC=CC=C1)OC1=C(C=C(C=C1)C)C(CCO)C1=CC=CC=C1 (3-(2-BENZYLOXY-5-METHYLPHENYL)-3-PHENYLPROPANOL). Yield: 91.0%. RXN SMILES: C[O:2][C:3](=O)[CH2:4][CH:5]([C:12]1[CH:17]=[C:16]([CH3:18])[CH:15]=[CH:14][C:13]=1[O:19][CH2:20][C:21]1[CH:26]=[CH:25][CH:24]=[CH:23][CH:22]=1)[C:6]1[CH:11]=[CH:10][CH:9]=[CH:8][CH:7]=1.COCCO[AlH2-]OCCOC.[Na+].[H-].COCCO[Al+]OCCOC.[Na+].[H-].Cl>C1(C)C=CC=CC=1.O>[CH2:20]([O:19][C:13]1[CH:14]=[CH:15][C:16]([CH3:18])=[CH:17][C:12]=1[CH:5]([C:6]1[CH:7]=[CH:8][CH:9]=[CH:10][CH:11]=1)[CH2:4][CH2:3][OH:2])[C:21]1[CH:22]=[CH:23][CH:24]=[CH:25][CH:26]=1 |f:1.2,3.4.5.6|. Procedure: 810 g of methyl-3 -(2-benzyloxy-5-methylphenyl)-3 -phenylpropionate and 3240 ml of toluene were stirred at 25-30° C. for about 20 minutes. 842.5 ml of VITRIDE® (sodium bis(2-methoxyethoxy)aluminum hydride, 65% w/w in toluene) was added slowly to the reaction mass below 40° C. under a nitrogen atmosphere, and stirred for about 20-25 minutes. A solution of 1620 ml of concentrated hydrochloric acid and 1620 ml of water was added slowly to the reaction mass and stirred for 15-20 minutes. The aqueous...